Dataset: the Open Reaction Database (ORD), a public repository of structured organic reaction records. Task: describe an organic reaction: reactants, conditions, products, and yield The reactants are ClC1=C(C=CC=C1)N1N(C=C(C1=O)C(=O)OCC)C (ethyl 2-(2-chlorophenyl)-1-methyl-3-oxo-2,3-dihydro-1H-pyrazole-4-carboxylate), O1CCCC1 (tetrahydrofuran), [OH-].[Na+] (sodium hydroxide). The solvent is CO (methanol). Product: ClC1=C(C=CC=C1)N1N(C=C(C1=O)C(=O)O)C (2-(2-chlorophenyl)-1-methyl-3-oxo-2,3-dihydro-1H-pyrazole-4-carboxylic acid). Isolated yield 92.0%. RXN SMILES: [Cl:1][C:2]1[CH:7]=[CH:6][CH:5]=[CH:4][C:3]=1[N:8]1[C:12](=[O:13])[C:11]([C:14]([O:16]CC)=[O:15])=[CH:10][N:9]1[CH3:19].O1CCCC1.[OH-].[Na+]>CO>[Cl:1][C:2]1[CH:7]=[CH:6][CH:5]=[CH:4][C:3]=1[N:8]1[C:12](=[O:13])[C:11]([C:14]([OH:16])=[O:15])=[CH:10][N:9]1[CH3:19] |f:2.3|. Procedure: In the same manner as in Reference Example 65 and using ethyl 2-(2-chlorophenyl)-1-methyl-3-oxo-2,3-dihydro-1H-pyrazole-4-carboxylate (2.8 g, 9.9 mmol), tetrahydrofuran (6 mL), methanol (5 mL) and 4N aqueous sodium hydroxide solution (8 mL) as starting materials, the title compound (2.3 g, 91%) was obtained as a white solid. Reactants: O=C(N=C=S)c1ccccc1, ClCCl, COC1CCC(N)(c2ccccc2F)C(CO)C1. Yields the product COC1CCC(NC(=S)NC(=O)c2ccccc2)(c2ccccc2F)C(CO)C1. As a reaction SMILES: [C:19]([c:20]1[cH:21][cH:22][cH:23][cH:24][cH:25]1)(=[O:26])[N:27]=[C:28]=[S:29].[Cl:30][CH2:31][Cl:32].[NH2:1][C:2]1([c:12]2[c:13]([F:18])[cH:14][cH:15][cH:16][cH:17]2)[CH:3]([CH2:10][OH:11])[CH2:4][CH:5]([O:8][CH3:9])[CH2:6][CH2:7]1>>[NH:1]([C:2]1([c:12]2[c:13]([F:18])[cH:14][cH:15][cH:16][cH:17]2)[CH:3]([CH2:10][OH:11])[CH2:4][CH:5]([O:8][CH3:9])[CH2:6][CH2:7]1)[C:28]([NH:27][C:19]([c:20]1[cH:21][cH:22][cH:23][cH:24][cH:25]1)=[O:26])=[S:29].